Dataset: the Open Reaction Database (ORD), a public repository of structured organic reaction records. Task: describe an organic reaction: reactants, conditions, products, and yield Reactants: ClC1=CC(=C(N)C=C1)C (4-chloro-2-methylaniline), CC(C(=O)OCC)C(C)=O (ethyl 2-methyl-3-oxobutanoate), crude mixture. Reaction conditions: temperature 170 celsius. Yields the product ClC=1C=C2C(=C(C(=NC2=C(C1)C)C)C)O (6-chloro-2,3,8-trimethylquinolin-4-ol). RXN SMILES: [Cl:1][C:2]1[CH:8]=[CH:7][C:5]([NH2:6])=[C:4]([CH3:9])[CH:3]=1.[CH3:10][CH:11]([C:17](=O)[CH3:18])[C:12](OCC)=[O:13]>>[Cl:1][C:2]1[CH:8]=[C:7]2[C:5](=[C:4]([CH3:9])[CH:3]=1)[N:6]=[C:17]([CH3:18])[C:11]([CH3:10])=[C:12]2[OH:13]. Procedure: Prepared according to procedure R using 4-chloro-2-methylaniline (2.22 g, 15.7 mmol), ethyl 2-methyl-3-oxobutanoate (4.08 g, 31.4 mmol) in PPA (6.3 g, 62.8 mmol) and heating at 170° C. for 2 h and at rt overnight. The crude mixture was neutralized to pH 7-8 and the precipitated was filtered. The solid was then dried under high vacuum to give 6-chloro-2,3,8-trimethylquinolin-4-ol as white solid. Mass Spectrum (ESI) m/e=222 (M+1). Starting materials: CS(=O)(=O)C1=CC=CC=C1 (Phenyl methyl sulphone), [N+](=O)(O)[O-] (nitric acid), C([O-])(O)=O.[Na+] (sodium bicarbonate). Run at time 1 hour. Product: CS(=O)(=O)C1=CC(=CC=C1)[N+](=O)[O-] ((3-nitro)phenyl methyl sulphone). Reaction SMILES: [CH3:1][S:2]([C:5]1[CH:10]=[CH:9][CH:8]=[CH:7][CH:6]=1)(=[O:4])=[O:3].[N+:11]([O-])([OH:13])=[O:12].C(=O)(O)[O-].[Na+]>>[CH3:1][S:2]([C:5]1[CH:10]=[CH:9][CH:8]=[C:7]([N+:11]([O-:13])=[O:12])[CH:6]=1)(=[O:4])=[O:3] |f:2.3|. Procedure: Phenyl methyl sulphone (4.0 g) was added, portionwise, to fuming nitric acid stirred at 0° C. The reaction mixture was allowed to warm to room temperature, stirred for 1 hour, and then poured carefully onto ice. The solution was carefully neutralised with sodium bicarbonate and the mixture filtered at the pump. The solid collected was washed with water and dried under reduced pressure over potassium hydroxide to give the title compound as a white solid (5.63 g) in a sufficient state of purity fo... Starting materials: ClCC(=O)Cl (chloroethanoyl chloride), ClCC(=O)Cl (chloroethanoyl chloride), N1=CC=CC=C1 (Pyridine), NC1=NC(=NC(=C1)CC1=C(C=CC=C1Cl)Cl)NC1=CC=C(C#N)C=C1 (4-[[4-amino-6-[(2,6-dichloro-phenyl)-methyl]-2-pyrimidinyl]amino]benzonitrile). Run in C(Cl)Cl (CH2Cl2), C(Cl)Cl (CH2Cl2), C(Cl)Cl (CH2Cl2). Reaction conditions: time 2 hour. Yields the product ClCC(=O)NC1=NC(=NC(=C1)CC1=C(C=CC=C1Cl)Cl)NC1=CC=C(C=C1)C#N (2-chloro-N-[6-[(2,6-dichloro-phenyl)methyl]-2-[(4-cyano-phenyl)amino]-4-pyrimidinyl]acetamide). Yield: 36.5%. Reaction SMILES: N1C=CC=CC=1.[NH2:7][C:8]1[CH:13]=[C:12]([CH2:14][C:15]2[C:20]([Cl:21])=[CH:19][CH:18]=[CH:17][C:16]=2[Cl:22])[N:11]=[C:10]([NH:23][C:24]2[CH:31]=[CH:30][C:27]([C:28]#[N:29])=[CH:26][CH:25]=2)[N:9]=1.[Cl:32][CH2:33][C:34](Cl)=[O:35]>C(Cl)Cl>[Cl:32][CH2:33][C:34]([NH:7][C:8]1[CH:13]=[C:12]([CH2:14][C:15]2[C:20]([Cl:21])=[CH:19][CH:18]=[CH:17][C:16]=2[Cl:22])[N:11]=[C:10]([NH:23][C:24]2[CH:25]=[CH:26][C:27]([C:28]#[N:29])=[CH:30][CH:31]=2)[N:9]=1)=[O:35]. Reported procedure: Pyridine (1 ml) was added to a mixture of 4-[[4-amino-6-[(2,6-dichloro-phenyl)-methyl]-2-pyrimidinyl]amino]benzonitrile (0.00135 mol) in CH2Cl2 (19 ml). A solution of chloroethanoyl chloride (0.001375 mol) in CH2Cl2 (0.5 ml) was added dropwise on an ice bath. The mixture was stirred at room temperature for 2 hours. More chloroethanoyl chloride (0.00625 mol) in CH2Cl2 (0.5 ml) was added. The mixture stood in the refrigerator overnight. The solvent was evaporated. The residue was treated with a sa... Starting materials: FC(C=1C=C(C=C(C1)C(F)(F)F)[C@@H]1[C@@H](N(C(O1)=O)CC1=NC(=NC=C1B1OC(C(O1)(C)C)(C)C)SC)C)(F)F ((4S,5R)-5-[3,5-bis(trifluoromethyl)phenyl]-4-methyl-3-{[2-(methylsulfanyl)-5-(4,4,5,5-tetramethyl-1,3,2-dioxaborolan-2-yl)pyrimidin-4-yl]methyl}-1,3-oxazolidin-2-one), FC(C=1C=C(C=C(C1)C(F)(F)F)[C@@H]1[C@@H](N(C(O1)=O)CC1=NC(=NC=C1B1OC(C(O1)(C)C)(C)C)SC)C)(F)F ((4S,5R)-5-[3,5-bis(trifluoromethyl)phenyl]-4-methyl-3-{[2-(methylsulfanyl)-5-(4,4,5,5-tetramethyl-1,3,2-dioxaborolan-2-yl)pyrimidin-4-yl]methyl}-1,3-oxazolidin-2-one), BrC=1C=C(C=NC1OC)C1=C(C=C(C(=O)OC)C=C1C)C (methyl 4-(5-bromo-6-methoxypyridin-3-yl)-3,5-dimethylbenzoate), BrC=1C=C(C=NC1OC)C1=C(C=C(C(=O)OC)C=C1C)C (methyl 4-(5-bromo-6-methoxypyridin-3-yl)-3,5-dimethylbenzoate), P(=O)([O-])([O-])[O-].[K+].[K+].[K+] (potassium phosphate). Reagents/catalysts: C=1C=CC(=CC1)[P](C=2C=CC=CC2)(C=3C=CC=CC3)[Pd]([P](C=4C=CC=CC4)(C=5C=CC=CC5)C=6C=CC=CC6)([P](C=7C=CC=CC7)(C=8C=CC=CC8)C=9C=CC=CC9)[P](C=1C=CC=CC1)(C=1C=CC=CC1)C=1C=CC=CC1 (Pd(Ph3P)4). Solvent: O1CCOCC1 (1,4-dioxane). The product is FC(C=1C=C(C=C(C1)C(F)(F)F)[C@@H]1[C@@H](N(C(O1)=O)CC1=NC(=NC=C1C=1C=C(C=NC1OC)C1=C(C=C(C(=O)OC)C=C1C)C)SC)C)(F)F (Methyl 4-{5-[4-({(4S,5R)-5-[3,5-bis(trifluoromethyl)phenyl]-4-methyl-2-oxo-1,3-oxazolidin-3-yl}methyl)-2-(methylsulfanyl)pyrimidin-5-yl]-6-methoxypyridin-3-yl}-3,5-dimethylbenzoate). As a reaction SMILES: [F:1][C:2]([F:39])([F:38])[C:3]1[CH:4]=[C:5]([C@H:13]2[O:17][C:16](=[O:18])[N:15]([CH2:19][C:20]3[C:25](B4OC(C)(C)C(C)(C)O4)=[CH:24][N:23]=[C:22]([S:35][CH3:36])[N:21]=3)[C@H:14]2[CH3:37])[CH:6]=[C:7]([C:9]([F:12])([F:11])[F:10])[CH:8]=1.Br[C:41]1[CH:42]=[C:43]([C:49]2[C:58]([CH3:59])=[CH:57][C:52]([C:53]([O:55][CH3:56])=[O:54])=[CH:51][C:50]=2[CH3:60])[CH:44]=[N:45][C:46]=1[O:47][CH3:48].P([O-])([O-])([O-])=O.[K+].[K+].[K+]>C1C=CC([P]([Pd]([P](C2C=CC=CC=2)(C2C=CC=CC=2)C2C=CC=CC=2)([P](C2C=CC=CC=2)(C2C=CC=CC=2)C2C=CC=CC=2)[P](C2C=CC=CC=2)(C2C=CC=CC=2)C2C=CC=CC=2)(C2C=CC=CC=2)C2C=CC=CC=2)=CC=1.O1CCOCC1>[F:1][C:2]([F:39])([F:38])[C:3]1[CH:4]=[C:5]([C@H:13]2[O:17][C:16](=[O:18])[N:15]([CH2:19][C:20]3[C:25]([C:41]4[CH:42]=[C:43]([C:49]5[C:58]([CH3:59])=[CH:57][C:52]([C:53]([O:55][CH3:56])=[O:54])=[CH:51][C:50]=5[CH3:60])[CH:44]=[N:45][C:46]=4[O:47][CH3:48])=[CH:24][N:23]=[C:22]([S:35][CH3:36])[N:21]=3)[C@H:14]2[CH3:37])[CH:6]=[C:7]([C:9]([F:10])([F:12])[F:11])[CH:8]=1 |f:2.3.4.5,^1:72,74,93,112|. Procedure: (4S,5R)-5-[3,5-Bis(trifluoromethyl)phenyl]-4-methyl-3-{[2-(methylthio)-5-(4,4,5,5-tetramethyl-1,3,2-dioxaborolan-2-yl)pyrimidin-4-yl]methyl}-1,3-oxazolidin-2-one (INTERMEDIATE 21, 1.12 g, 1.940 mmol), methyl 4-(5-bromo-6-methoxypyridin-3-yl)-3,5-dimethylbenzoate (INTERMEDIATE 33, 0.815 g, 2.328 mmol) and Pd(Ph3P)4 (0.224 g, 0.194 mmol) were evacuated and charged with nitrogen. Added 1,4-dioxane (9.70 mL) and 2N tribasic potassium phosphate (2.91 mL, 5.82 mmol), then stirred at 170° C. for 10 min... Starting materials: C(C)O (Ethanol), C(C1=CC=CC=C1)OC1=C(C(=NC2=CC=CC=C12)CO)C ([4-(benzyloxy)-3-methylquinolin-2-yl]methanol), C1CCC2=CC(=CC=C12)N=C=O ((5-indanyl)isocyanate), CO (Methanol). The reagents and catalysts are [Pd] (palladium-activated carbon). The solvent is C1CCOC1 (THF). Reaction conditions: temperature 40 celsius, time 15 hour. Product: CC1=C(NC2=CC=CC=C2C1=O)OC(N(C=1C=C2CCCC2=CC1)C)=O ((3-methyl-4-oxo-1,4-dihydroquinolin-2-yl)methyl(2,3-dihydro-1H-inden-5-yl)carbamate). Reaction SMILES: C([O:8][C:9]1[C:18]2[C:13](=[CH:14][CH:15]=[CH:16][CH:17]=2)[N:12]=[C:11](CO)[C:10]=1[CH3:21])C1C=CC=CC=1.[CH2:22]1[C:30]2[C:25](=[CH:26][C:27]([N:31]=[C:32]=O)=[CH:28][CH:29]=2)[CH2:24][CH2:23]1.C[OH:35].[CH2:36]([OH:38])C>C1COCC1.[Pd]>[CH3:21][C:10]1[C:9](=[O:8])[C:18]2[C:13](=[CH:14][CH:15]=[CH:16][CH:17]=2)[NH:12][C:11]=1[O:35][C:36](=[O:38])[N:31]([CH3:32])[C:27]1[CH:26]=[C:25]2[C:30](=[CH:29][CH:28]=1)[CH2:22][CH2:23][CH2:24]2. Procedure details: To a solution of [4-(benzyloxy)-3-methylquinolin-2-yl]methanol (400 mg) in THF (8 mL) was added (5-indanyl)isocyanate (498 mg), and the mixture was stirred at 40° C. for 15 hours. Methanol (2 mL) was added to the reaction liquid to stop the reaction. Ethanol (10 mL) and 10% palladium-activated carbon (200 mg) were added to this mixture. The mixture was stirred at room temperature under hydrogen atmosphere for 30 minutes. The catalyst was removed by filtration, and then the solvent was evaporated... The reactants are CC(C)(C)OC(=O)NCc1ccc(C(=O)O)cc1, COCC1Nc2ccccc2C2C1CCN2C(=O)C1CCCCC1N, Cl, Cl. Yields the product COCC1Nc2ccccc2C2C1CCN2C(=O)C1CCCCC1NC(=O)c1ccc(CNC(=O)OC(C)(C)C)cc1. As a reaction SMILES: [C:1]([CH3:2])([CH3:3])([CH3:4])[O:5][C:6](=[O:7])[NH:8][CH2:9][c:10]1[cH:11][cH:12][c:13]([C:14](=[O:15])[OH:16])[cH:17][cH:18]1.[CH3:21][O:22][CH2:23][CH:24]1[NH:25][c:26]2[cH:27][cH:28][cH:29][cH:30][c:31]2[CH:32]2[CH:33]1[CH2:34][CH2:35][N:36]2[C:37](=[O:38])[CH:39]1[CH:40]([NH2:45])[CH2:41][CH2:42][CH2:43][CH2:44]1.[ClH:19].[ClH:20]>>[C:1]([CH3:2])([CH3:3])([CH3:4])[O:5][C:6](=[O:7])[NH:8][CH2:9][c:10]1[cH:11][cH:12][c:13]([C:14](=[O:16])[NH:45][CH:40]2[CH:39]([C:37]([N:36]3[CH:32]4[c:31]5[c:26]([cH:27][cH:28][cH:29][cH:30]5)[NH:25][CH:24]([CH2:23][O:22][CH3:21])[CH:33]4[CH2:34][CH2:35]3)=[O:38])[CH2:44][CH2:43][CH2:42][CH2:41]2)[cH:17][cH:18]1.